Dataset: the Open Reaction Database (ORD), a public repository of structured organic reaction records. Task: describe an organic reaction: reactants, conditions, products, and yield Starting materials: CO, Cl, COC(=O)c1cccc(C(=O)NCc2ccc(F)c(-c3cccc(CN4CCN(C(=O)OC(C)(C)C)CC4)c3)c2)c1, [Li+], [OH-], O, O. The product is CC(C)(C)OC(=O)N1CCN(Cc2cccc(-c3cc(CNC(=O)c4cccc(C(=O)O)c4)ccc3F)c2)CC1. As a reaction SMILES: [CH3:46][OH:47].[ClH:45].[F:1][c:2]1[c:3](-[c:22]2[cH:23][c:24]([CH2:28][N:29]3[CH2:30][CH2:31][N:32]([C:35](=[O:36])[O:37][C:38]([CH3:39])([CH3:40])[CH3:41])[CH2:33][CH2:34]3)[cH:25][cH:26][cH:27]2)[cH:4][c:5]([CH2:8][NH:9][C:10](=[O:11])[c:12]2[cH:13][c:14]([C:18](=[O:19])[O:20][CH3:21])[cH:15][cH:16][cH:17]2)[cH:6][cH:7]1.[Li+:43].[OH-:42].[OH2:44].[OH2:48]>>[F:1][c:2]1[c:3](-[c:22]2[cH:23][c:24]([CH2:28][N:29]3[CH2:30][CH2:31][N:32]([C:35](=[O:36])[O:37][C:38]([CH3:39])([CH3:40])[CH3:41])[CH2:33][CH2:34]3)[cH:25][cH:26][cH:27]2)[cH:4][c:5]([CH2:8][NH:9][C:10](=[O:11])[c:12]2[cH:13][c:14]([C:18](=[O:19])[OH:20])[cH:15][cH:16][cH:17]2)[cH:6][cH:7]1. Reactants: C(C)(=O)Cl (acetyl chloride), C(CCC)OC1=CC=C(C=C1)OCCCC (1,4-di-n-butoxybenzene), [Cl-].[Al+3].[Cl-].[Cl-] (aluminum chloride). Run in O (water). Conditions: temperature -5 celsius, time 1 hour. Product: C(C)(=O)C1=C(C=CC(=C1)OCCCC)OCCCC (2-acetyl-1,4-di-n-butoxybenzene). RXN SMILES: [C:1](Cl)(=[O:3])[CH3:2].[CH2:5]([O:9][C:10]1[CH:15]=[CH:14][C:13]([O:16][CH2:17][CH2:18][CH2:19][CH3:20])=[CH:12][CH:11]=1)[CH2:6][CH2:7][CH3:8].[Cl-].[Al+3].[Cl-].[Cl-]>O>[C:1]([C:15]1[CH:14]=[C:13]([O:16][CH2:17][CH2:18][CH2:19][CH3:20])[CH:12]=[CH:11][C:10]=1[O:9][CH2:5][CH2:6][CH2:7][CH3:8])(=[O:3])[CH3:2] |f:2.3.4.5|. Procedure: 77 [ml] of acetyl chloride was added to 70.3 [g] of 1,4-di-n-butoxybenzene, 50.7 [g] of aluminum chloride was added while cooling on ice, and the reaction was carried out while stirring at -5° C. for 1 hour. The reaction liquor was poured into 1000 [ml] of water, and extracted twice with 500 [ml] methylene chloride. The extraction solution (i.e. the methylene chloride solution) was washed with water, and concentrated by evaporating off the methylene chloride as solvent under reduced pressure. Co... Starting materials: CCOC(=O)COc1cccc([N+](=O)[O-])c1, CO. Product: CCOC(=O)COc1cccc(N)c1. RXN SMILES: [CH2:1]([CH3:2])[O:3][C:4]([CH2:5][O:6][c:7]1[cH:8][c:9]([N+:13]([O-:14])=[O:15])[cH:10][cH:11][cH:12]1)=[O:16].[CH3:17][OH:18]>>[CH2:1]([CH3:2])[O:3][C:4]([CH2:5][O:6][c:7]1[cH:8][c:9]([NH2:13])[cH:10][cH:11][cH:12]1)=[O:16]. The reactants are CO, COC(=O)CC1CSc2c(C(=O)OC(C)C)c(C)cn21, N. The product is Cc1cn2c(c1C(=O)OC(C)C)SCC2CC(N)=O. Reaction SMILES: [CH3:22][OH:23].[CH:1]([CH3:2])([CH3:3])[O:4][C:5](=[O:6])[c:7]1[c:8]([CH3:20])[cH:9][n:10]2[c:11]1[S:12][CH2:13][CH:14]2[CH2:15][C:16](=[O:17])[O:18][CH3:19].[NH3:21]>>[CH:1]([CH3:2])([CH3:3])[O:4][C:5](=[O:6])[c:7]1[c:8]([CH3:20])[cH:9][n:10]2[c:11]1[S:12][CH2:13][CH:14]2[CH2:15][C:16](=[O:17])[NH2:21]. Yields the product ClC1=CC=C(C=C1)C1=N[C@@]2(C=3N(C4=C1C(=C(S4)C)C)C(=NN3)C)C(C2)C=O ((1R)-4′-(4-Chlorophenyl)-2′,3′,9′-trimethylspiro[cyclopropane-1,6′-thieno[3,2-f][1,2,4]triazolo[4,3-a][1,4]diazepine]-2-carbaldehyde). Conditions: time 1 hour. The solvent is C(Cl)Cl (DCM), C(C)OCC (diethylether). Procedure details: To a solution of ((1S,2R)-4′-(4-chlorophenyl)-2′,3′,9′-trimethylspiro[cyclopropane-1,6′-thieno[3,2-f][1,2,4]triazolo[4,3-a][1,4]diazepine]-2-yl)methanol (Compound 210; 75 mg, 0.188 mmol) in DCM (2 mL) at 0° C. was added Dess-Martin periodinane (96 mg, 0.226 mmol). After 1 h at 0° C., extra Dess-Martin periodinane (96 mg, 0.226 mmol) was added, and the reaction was warmed to rt for 2 h. Then the reaction was diluted with diethylether and filtered. The filtrate was concentrated to dryness under va... Starting materials: CC(=O)OI1(C=2C=CC=CC2C(=O)O1)(OC(=O)C)OC(=O)C (Dess-Martin periodinane), ClC1=CC=C(C=C1)C1=N[C@]2(C=3N(C4=C1C(=C(S4)C)C)C(=NN3)C)[C@@H](C2)CO (((1S,2R)-4′-(4-chlorophenyl)-2′,3′,9′-trimethylspiro[cyclopropane-1,6′-thieno[3,2-f][1,2,4]triazolo[4,3-a][1,4]diazepine]-2-yl)methanol), ClC1=CC=C(C=C1)C1=N[C@]2(C=3N(C4=C1C(=C(S4)C)C)C(=NN3)C)[C@@H](C2)CO (((1S,2R)-4′-(4-chlorophenyl)-2′,3′,9′-trimethylspiro[cyclopropane-1,6′-thieno[3,2-f][1,2,4]triazolo[4,3-a][1,4]diazepine]-2-yl)methanol), CC(=O)OI1(C=2C=CC=CC2C(=O)O1)(OC(=O)C)OC(=O)C (Dess-Martin periodinane). Reaction SMILES: [Cl:1][C:2]1[CH:7]=[CH:6][C:5]([C:8]2[C:14]3[C:15]([CH3:19])=[C:16]([CH3:18])[S:17][C:13]=3[N:12]3[C:20]([CH3:23])=[N:21][N:22]=[C:11]3[C@@:10]3([CH2:25][C@H:24]3[CH2:26][OH:27])[N:9]=2)=[CH:4][CH:3]=1.CC(OI1(OC(C)=O)(OC(C)=O)OC(=O)C2C=CC=CC1=2)=O>C(Cl)Cl.C(OCC)C>[Cl:1][C:2]1[CH:3]=[CH:4][C:5]([C:8]2[C:14]3[C:15]([CH3:19])=[C:16]([CH3:18])[S:17][C:13]=3[N:12]3[C:20]([CH3:23])=[N:21][N:22]=[C:11]3[C@:10]3([CH2:25][CH:24]3[CH:26]=[O:27])[N:9]=2)=[CH:6][CH:7]=1.